From a dataset of the Open Reaction Database (ORD), a public repository of structured organic reaction records. describe an organic reaction: reactants, conditions, products, and yield Starting materials: CSC(=S)NN (hydrazinecarbodithioic acid methyl ester), FC(OC1=CC=C(C=C1)N1N=C(N=C1)C1=CC=C(C=O)C=C1)(F)F (4-[1-(4-trifluoromethoxyphenyl)-1H-[1,2,4]triazol-3-yl]-benzaldehyde). Solvent: CCO (EtOH), O (H2O). Reaction conditions: temperature 80 celsius. Product: FC(OC1=CC=C(C=C1)N1N=C(N=C1)C1=CC=C(\C=N\NC(=S)SC)C=C1)(F)F ((E)-Methyl 2-(4-(1-(4-(trifluoromethoxy)phenyl)-1H-1,2,4-triazol-3-yl)benzylidene)hydrazinecarbodithioate). Reaction SMILES: [CH3:1][S:2][C:3]([NH:5][NH2:6])=[S:4].[F:7][C:8]([F:30])([F:29])[O:9][C:10]1[CH:15]=[CH:14][C:13]([N:16]2[CH:20]=[N:19][C:18]([C:21]3[CH:28]=[CH:27][C:24]([CH:25]=O)=[CH:23][CH:22]=3)=[N:17]2)=[CH:12][CH:11]=1>CCO.O>[F:30][C:8]([F:7])([F:29])[O:9][C:10]1[CH:15]=[CH:14][C:13]([N:16]2[CH:20]=[N:19][C:18]([C:21]3[CH:28]=[CH:27][C:24](/[CH:25]=[N:6]/[NH:5][C:3]([S:2][CH3:1])=[S:4])=[CH:23][CH:22]=3)=[N:17]2)=[CH:12][CH:11]=1. Procedure: To a 250 mL round-bottom flask containing hydrazinecarbodithioic acid methyl ester (2.38 g, 1.95 mmol) in EtOH (100 mL) was added 4-[1-(4-trifluoromethoxyphenyl)-1H-[1,2,4]triazol-3-yl]-benzaldehyde (5.00 g, 1.50 mmol). The vessel was heated at 80° C. for 3 h before being diluted with H2O (300 mL) and cooled to 0° C. The precipitated product was collected by vacuum filtration as an off-white solid (6.13 g, 93%): mp 204-206° C.; 1H NMR (400 MHz, DMSO-d6) δ 13.39 (s, 1H), 9.43 (s, 1H), 8.38 (s, 1H... Starting materials: C(C)(C)(C)OC(=O)N1CCC(=CC1)C1=CSC=C1C(=O)OC (4-(4-methoxycarbonylthiophen-3-yl)-3,6-dihydro-2H-pyridine-1-carboxylic acid t-butyl ester), CO (MeOH). The reagents and catalysts are [OH-].[OH-].[Pd+2] (Pd(OH)2/C). The solvent is CCOC(=O)C (EtOAc). Run at time 20 hour. The product is C(C)(C)(C)OC(=O)N1CCC(CC1)C1=CSC=C1C(=O)OC (4-(4-methoxycarbonylthiophen-3-yl)-piperidine-1-carboxylic acid t-butyl ester). The yield is 49.6%. RXN SMILES: [C:1]([O:5][C:6]([N:8]1[CH2:13][CH:12]=[C:11]([C:14]2[C:18]([C:19]([O:21][CH3:22])=[O:20])=[CH:17][S:16][CH:15]=2)[CH2:10][CH2:9]1)=[O:7])([CH3:4])([CH3:3])[CH3:2].CO>CCOC(C)=O.[OH-].[OH-].[Pd+2]>[C:1]([O:5][C:6]([N:8]1[CH2:9][CH2:10][CH:11]([C:14]2[C:18]([C:19]([O:21][CH3:22])=[O:20])=[CH:17][S:16][CH:15]=2)[CH2:12][CH2:13]1)=[O:7])([CH3:4])([CH3:3])[CH3:2] |f:3.4.5|. Reported procedure: A solution of 4-(4-methoxycarbonylthiophen-3-yl)-3,6-dihydro-2H-pyridine-1-carboxylic acid t-butyl ester (200 mg, 620 μmol, 1.0 eq.) in EtOAc (25 mL) was combined with Pd(OH)2/C (70 mg) under hydrogen (1 atm). MeOH (10 mL) was added and the resulting solution was stirred for 20 hours at room temperature. The solution was then stirred for an additional 16 hours while the temperature was maintained at 40° C. in an oil bath. The solids were filtered and the filtrate was concentrated under vacuum. T...